Dataset: the Open Reaction Database (ORD), a public repository of structured organic reaction records. Task: describe an organic reaction: reactants, conditions, products, and yield Reactants: C(C)[C@@H](C(=O)[O-])S(=O)(=NC(=O)C=1C=NC=C(C1)C#CC1=CC(=CC=C1)NC(=O)C1=CC(=NN1C)C)C1=CC=CC=C1 ((S)-Ethyl[N-({5-[(3-{[(1,3-dimethyl-1H-pyrazol-5-yl)carbonyl]amino}phenyl)ethynyl]pyridin-3-yl}carbonyl)-S-phenylsulfonimidoyl]acetate), NCC(CO)O (3-amino-1,2-propanediol). The product is OC(CNC(CS(=NC(C1=CN=CC(=C1)C#CC1=CC(=CC=C1)NC(=O)C1=CC(=NN1C)C)=O)(C1=CC=CC=C1)=O)=O)CO (N-[{2-[(2,3-dihydroxypropyl)amino]-2-oxoethyl}(oxido)phenyl--sulfanylidene]-5-[(3-{[(1,3-dimethyl-1H-pyrazol-5-yl)carbonyl]amino}phenyl)ethynyl]nicotinamide). As a reaction SMILES: C([C@H:3]([S:7]([C:36]1[CH:41]=[CH:40][CH:39]=[CH:38][CH:37]=1)(=[N:9][C:10]([C:12]1[CH:13]=[N:14][CH:15]=[C:16]([C:18]#[C:19][C:20]2[CH:25]=[CH:24][CH:23]=[C:22]([NH:26][C:27]([C:29]3[N:33]([CH3:34])[N:32]=[C:31]([CH3:35])[CH:30]=3)=[O:28])[CH:21]=2)[CH:17]=1)=[O:11])=[O:8])[C:4]([O-:6])=O)C.[NH2:42][CH2:43][CH:44]([OH:47])[CH2:45][OH:46]>>[OH:47][CH:44]([CH2:45][OH:46])[CH2:43][NH:42][C:4](=[O:6])[CH2:3][S:7](=[O:8])([C:36]1[CH:41]=[CH:40][CH:39]=[CH:38][CH:37]=1)=[N:9][C:10](=[O:11])[C:12]1[CH:17]=[C:16]([C:18]#[C:19][C:20]2[CH:25]=[CH:24][CH:23]=[C:22]([NH:26][C:27]([C:29]3[N:33]([CH3:34])[N:32]=[C:31]([CH3:35])[CH:30]=3)=[O:28])[CH:21]=2)[CH:15]=[N:14][CH:13]=1. Reported procedure: In a manner similar to that described in Example 534, (S)-Ethyl[N-({5-[(3-{[(1,3-dimethyl-1H-pyrazol-5-yl)carbonyl]amino}phenyl)ethynyl]pyridin-3-yl}carbonyl)-S-phenylsulfonimidoyl]acetate and 3-amino-1,2-propanediol were reacted to give the title compound. Reactants: Cc1ccccc1, CCCC[Sn](CCCC)(CCCC)c1ccc(Cl)s1, Cc1c(I)ccc(N)c1C#N, c1ccc(P(c2ccccc2)(c2ccccc2)[Pd](P(c2ccccc2)(c2ccccc2)c2ccccc2)(P(c2ccccc2)(c2ccccc2)c2ccccc2)P(c2ccccc2)(c2ccccc2)c2ccccc2)cc1. Product: Cc1c(-c2ccc(Cl)s2)ccc(N)c1C#N. As a reaction SMILES: [CH3:31][c:32]1[cH:33][cH:34][cH:35][cH:36][cH:37]1.[Cl:1][c:2]1[cH:3][cH:4][c:5]([Sn:7]([CH2:8][CH2:9][CH2:10][CH3:11])([CH2:12][CH2:13][CH2:14][CH3:15])[CH2:16][CH2:17][CH2:18][CH3:19])[s:6]1.[NH2:20][c:21]1[c:22]([C:23]#[N:24])[c:25]([CH3:30])[c:26]([I:29])[cH:27][cH:28]1.[cH:38]1[cH:39][cH:40][c:41]([P:42]([Pd:43]([P:44]([c:45]2[cH:46][cH:47][cH:48][cH:49][cH:50]2)([c:51]2[cH:52][cH:53][cH:54][cH:55][cH:56]2)[c:57]2[cH:58][cH:59][cH:60][cH:61][cH:62]2)([P:63]([c:64]2[cH:65][cH:66][cH:67][cH:68][cH:69]2)([c:70]2[cH:71][cH:72][cH:73][cH:74][cH:75]2)[c:76]2[cH:77][cH:78][cH:79][cH:80][cH:81]2)[P:82]([c:83]2[cH:84][cH:85][cH:86][cH:87][cH:88]2)([c:89]2[cH:90][cH:91][cH:92][cH:93][cH:94]2)[c:95]2[cH:96][cH:97][cH:98][cH:99][cH:100]2)([c:101]2[cH:102][cH:103][cH:104][cH:105][cH:106]2)[c:107]2[cH:108][cH:109][cH:110][cH:111][cH:112]2)[cH:113][cH:114]1>>[Cl:1][c:2]1[cH:3][cH:4][c:5](-[c:26]2[c:25]([CH3:30])[c:22]([C:23]#[N:24])[c:21]([NH2:20])[cH:28][cH:27]2)[s:6]1. Reactants: NC=1SC(=C(N1)C1=C(C=CC=C1)Cl)C(=O)N (2-amino-4-(2-chloro-phenyl)-thiazole-5-carboxylic acid amide), COC(C1=CC(=C(C=C1)[N+](=O)[O-])F)OC (4-dimethoxymethyl-2-fluoro-1-nitrobenzene), C([O-])([O-])=O.[Cs+].[Cs+] (cesium carbonate), CN(C=O)C (dimethylformamide). The solvent is C(C)(=O)OCC (ethyl acetate), O (water). Yields the product ClC1=C(C=CC=C1)C=1N=C(SC1C(=O)N)NC1=C(C=CC(=C1)C(OC)OC)[N+](=O)[O-] (4-(2-chloro-phenyl)-2-(5-dimethoxymethyl-2-nitro-phenylamino)-thiazole-5-carboxylic acid amide). Yield: 89.1%. Reaction SMILES: [NH2:1][C:2]1[S:3][C:4]([C:14]([NH2:16])=[O:15])=[C:5]([C:7]2[CH:12]=[CH:11][CH:10]=[CH:9][C:8]=2[Cl:13])[N:6]=1.[CH3:17][O:18][CH:19]([O:30][CH3:31])[C:20]1[CH:25]=[CH:24][C:23]([N+:26]([O-:28])=[O:27])=[C:22](F)[CH:21]=1.C(=O)([O-])[O-].[Cs+].[Cs+].CN(C)C=O>C(OCC)(=O)C.O>[Cl:13][C:8]1[CH:9]=[CH:10][CH:11]=[CH:12][C:7]=1[C:5]1[N:6]=[C:2]([NH:1][C:22]2[CH:21]=[C:20]([CH:19]([O:30][CH3:31])[O:18][CH3:17])[CH:25]=[CH:24][C:23]=2[N+:26]([O-:28])=[O:27])[S:3][C:4]=1[C:14]([NH2:16])=[O:15] |f:2.3.4|. Reported procedure: A mixture of 0.15 g (0.60 mmole) of 2-amino-4-(2-chloro-phenyl)-thiazole-5-carboxylic acid amide (V.20), 0.15 g (0.72 mmole) of 4-dimethoxymethyl-2-fluoro-1-nitrobenzene, 0.99 g (3.0 mmole) of cesium carbonate and 10 mL of dimethylformamide was heated at 70 degrees for one day. The reaction mixture was diluted with ethyl acetate and water. The precipitate was collected by filtration, washed with water and dried under vacuum to give 0.24 g of 4-(2-chloro-phenyl)-2-(5-dimethoxymethyl-2-nitro-pheny...